This data is from the Open Reaction Database (ORD), a public repository of structured organic reaction records. The task is: describe an organic reaction: reactants, conditions, products, and yield The reactants are NC1=CC=C(CNC(=O)O[C@@H](CC2=C(C=[N+](C=C2Cl)[O-])Cl)C2=CC(=C(C=C2)OC(F)F)OCC2CC2)C=C1 ((S)-4-(2-(4-aminobenzylcarbamoyloxy)-2-(3-(cyclopropylmethoxy)-4-(difluoromethoxy)phenyl)ethyl)-3,5-dichloropyridine 1-oxide), TEA, CS(=O)(=O)Cl (methanesulfonyl chloride). Run in C(Cl)Cl (DCM). Conditions: temperature 0 celsius, time 5 hour. Yields the product ClC=1C=[N+](C=C(C1C[C@H](OC(NCC1=CC=C(C=C1)N(S(=O)(=O)C)S(=O)(=O)C)=O)C1=CC(=C(C=C1)OC(F)F)OCC1CC1)Cl)[O-] ((S)-3,5-dichloro-4-(2-(3-(cyclopropylmethoxy)-4-(difluoromethoxy)phenyl)-2-(4-(N-(methylsulfonyl)methylsulfonamido)benzylcarbamoyloxy)ethyl)pyridine 1-oxide). Isolated yield 90.1%. Reaction SMILES: [NH2:1][C:2]1[CH:38]=[CH:37][C:5]([CH2:6][NH:7][C:8]([O:10][C@H:11]([C:22]2[CH:27]=[CH:26][C:25]([O:28][CH:29]([F:31])[F:30])=[C:24]([O:32][CH2:33][CH:34]3[CH2:36][CH2:35]3)[CH:23]=2)[CH2:12][C:13]2[C:18]([Cl:19])=[CH:17][N+:16]([O-:20])=[CH:15][C:14]=2[Cl:21])=[O:9])=[CH:4][CH:3]=1.[CH3:39][S:40](Cl)(=[O:42])=[O:41]>C(Cl)Cl>[Cl:19][C:18]1[CH:17]=[N+:16]([O-:20])[CH:15]=[C:14]([Cl:21])[C:13]=1[CH2:12][C@@H:11]([C:22]1[CH:27]=[CH:26][C:25]([O:28][CH:29]([F:30])[F:31])=[C:24]([O:32][CH2:33][CH:34]2[CH2:36][CH2:35]2)[CH:23]=1)[O:10][C:8](=[O:9])[NH:7][CH2:6][C:5]1[CH:4]=[CH:3][C:2]([N:1]([S:40]([CH3:39])(=[O:42])=[O:41])[S:40]([CH3:39])(=[O:42])=[O:41])=[CH:38][CH:37]=1. Procedure: A mixture of (S)-4-(2-(4-aminobenzylcarbamoyloxy)-2-(3-(cyclopropylmethoxy)-4-(difluoromethoxy)phenyl)ethyl)-3,5-dichloropyridine 1-oxide (190 mg, 0.334 mmol) and TEA (0.102 ml, 0.735 mmol) in DCM (7 ml) was cooled to 0° C., and methanesulfonyl chloride (0.051 ml, 0.669 mmol) was added. The cold bath was removed and the solution was stirred at RT for 5 hours. The reaction mixture was concentrated under reduced pressure and the resulting crude product (218 mg, 0.301 mmol, 90% yield, MS/ESI+ 646.3... Reactants: CC(C)([O-])C.[K+] (potassium tert-butoxide), C(C)OC(CN=C(C1=CC=CC=C1)C1=CC=CC=C1)=O (N-(diphenylmethylidene)glycine ethyl ester), ICC1CCOCC1 (4-(iodomethyl)tetrahydro-2H-pyran). Run in O1CCCC1 (tetrahydrofuran). Run at temperature 0 celsius, time 30 minute. The product is C(C)OC([C@@H](N)CC1CCOCC1)=O (3-(tetrahydro-2H-pyran-4-yl)alanine ethyl ester). Yield: 67.6%. RXN SMILES: CC(C)([O-])C.[K+].[CH2:7]([O:9][C:10](=[O:26])[CH2:11][N:12]=C(C1C=CC=CC=1)C1C=CC=CC=1)[CH3:8].I[CH2:28][CH:29]1[CH2:34][CH2:33][O:32][CH2:31][CH2:30]1>O1CCCC1>[CH2:7]([O:9][C:10](=[O:26])[C@H:11]([CH2:28][CH:29]1[CH2:34][CH2:33][O:32][CH2:31][CH2:30]1)[NH2:12])[CH3:8] |f:0.1|. Reported procedure: To a solution of potassium tert-butoxide (25.7 g) in tetrahydrofuran (800 mL) was added N-(diphenylmethylidene)glycine ethyl ester (45.20 g) over 20 min at 0 to 8° C. The reaction mixture was stirred at 0° C. for 30 min, and 4-(iodomethyl)tetrahydro-2H-pyran (42.0 g) was added thereto. The reaction mixture was stirred overnight at room temperature, and the precipitate solid was filtrated. The filtrate was concentrated, the obtained residue was dissolved in ethanol (200 mL), and 2M hydrochloric a... Starting materials: CN(CCCN=C=NCC)C (1-(3-dimethylaminopropyl)-3-ethylcarbodiimide), OCC1CC(C2CNCC2C1)(O)C1=C(C=CC=C1)OC ((3aRS,4RS,6SR,7aSR)-6-hydroxymethyl-4-(2-methoxyphenyl)perhydroisoindol-4-ol), COC1=C(C=CC=C1)[C@@H](C(=O)O)C ((S)-2-(2-methoxyphenyl)propionic acid). Reagents/catalysts: O.OC1=CC=CC=2NN=NC21 (hydroxybenzotriazole hydrate). The solvent is ClCCl (dichloromethane). Reaction conditions: temperature 20 celsius, time 20 hour. Product: OCC1CC(C2CN(CC2C1)C([C@@H](C)C1=C(C=CC=C1)OC)=O)(O)C1=C(C=CC=C1)OC (6-hydroxymethyl-4-(2-methoxyphenyl)-2-[(S)-2-(2-methoxyphenyl)propionyl]perhydroisoindol-4-ol). Isolated yield 82.0%. RXN SMILES: CN(C)CCCN=C=NCC.[OH:12][CH2:13][CH:14]1[CH2:22][CH:21]2[CH:17]([CH2:18][NH:19][CH2:20]2)[C:16]([C:24]2[CH:29]=[CH:28][CH:27]=[CH:26][C:25]=2[O:30][CH3:31])([OH:23])[CH2:15]1.[CH3:32][O:33][C:34]1[CH:39]=[CH:38][CH:37]=[CH:36][C:35]=1[C@H:40]([CH3:44])[C:41](O)=[O:42]>ClCCl.O.OC1C2N=NNC=2C=CC=1>[OH:12][CH2:13][CH:14]1[CH2:22][CH:21]2[CH:17]([CH2:18][N:19]([C:41](=[O:42])[C@H:40]([C:35]3[CH:36]=[CH:37][CH:38]=[CH:39][C:34]=3[O:33][CH3:32])[CH3:44])[CH2:20]2)[C:16]([C:24]2[CH:29]=[CH:28][CH:27]=[CH:26][C:25]=2[O:30][CH3:31])([OH:23])[CH2:15]1 |f:4.5|. Procedure: 2.1 g of 1-(3-dimethylaminopropyl)-3-ethylcarbodiimide are added to a solution of 2.77 g of (3aRS,4RS,6SR,7aSR)-6-hydroxymethyl-4-(2-methoxyphenyl)perhydroisoindol-4-ol, 1.80 g of (S)-2-(2-methoxyphenyl)propionic acid and 30 mg of hydroxybenzotriazole hydrate in 80 cm3 of dichloromethane. After stirring at 20° C. for 20 hours, the reaction mixture is washed with 40 cm3 of water, dried over magnesium sulphate and concentrated to dryness under reduced pressure (2.7 kPa). The residue is chromatogra... The reactants are [F-].C(CCC)[N+](CCCC)(CCCC)CCCC (tetra-n-butylammonium fluoride), BrCC1=CC=C(OCC(=O)OCC)C=C1 (ethyl 4-(bromomethyl)phenoxyacetate), C(CCC)[Li] (n-butyl lithium), C(C)(C)NC(C)C (diisopropylamine), N1=CC(=CC=C1)C(C#N)O[Si](C)(C)C (2-(3-pyridyl)-2-(trimethylsiloxy)acetonitrile), [Cl-].[Na+] (sodium chloride). The solvent is O1CCCC1 (tetrahydrofuran), O1CCCC1 (tetrahydrofuran), CCCCCC (hexane), O1CCCC1 (tetrahydrofuran), O1CCCC1 (tetrahydrofuran). Conditions: time 15 minute. Yields the product O=C(CC1=CC=C(OCC(=O)OCC)C=C1)C=1C=NC=CC1 (ethyl 4-[2-oxo-2-(3-pyridyl)ethyl]phenoxyacetate). Isolated yield 58.8%. As a reaction SMILES: C(NC(C)C)(C)C.C([Li])CCC.[N:13]1[CH:18]=[CH:17][CH:16]=[C:15]([CH:19]([O:22][Si](C)(C)C)[C:20]#N)[CH:14]=1.BrC[C:29]1[CH:41]=[CH:40][C:32]([O:33][CH2:34][C:35]([O:37][CH2:38][CH3:39])=[O:36])=[CH:31][CH:30]=1.[F-].C([N+](CCCC)(CCCC)CCCC)CCC.[Cl-].[Na+]>O1CCCC1.CCCCCC>[O:22]=[C:19]([C:15]1[CH:14]=[N:13][CH:18]=[CH:17][CH:16]=1)[CH2:20][C:29]1[CH:41]=[CH:40][C:32]([O:33][CH2:34][C:35]([O:37][CH2:38][CH3:39])=[O:36])=[CH:31][CH:30]=1 |f:4.5,6.7|. Procedure details: In argon atmosphere, 7.60 g of diisopropylamine was dissolved in 100 ml of dry tetrahydrofuran, followed by dropwise addition of 1.55M n-butyl lithium in 48.4 ml of hexane in solution at -20° C., which was then agitated at the same temperature for 15 minutes, subsequently followed by cooling to -78° C. and by subsequent dropwise addition of 15.48 g of 2-(3-pyridyl)-2-(trimethylsiloxy)acetonitrile dissolved in 150 ml of dry tetrahydrofuran over 10 minutes. After agitation at the same temperature ... Starting materials: Cl (HCl), CC1(CCSC2=CC(=CC=C12)C(CCCCC)=C)C (4,4-dimethyl-7-(1-methylene-hexyl)-thiochroman), [OH-].[Na+] (sodium hydroxide), OO (hydrogen peroxide). Solvent: C1CCOC1 (THF), O (water), O (water). Run at time 3 hour. Yields the product CC1(CCSC2=CC(=CC=C12)C(CO)CCCCC)C (2-(4,4-dimethyl-thiochroman-7-yl)-heptan-1-ol). Reaction SMILES: [CH3:1][C:2]1([CH3:19])[C:11]2[C:6](=[CH:7][C:8]([C:12](=[CH2:18])[CH2:13][CH2:14][CH2:15][CH2:16][CH3:17])=[CH:9][CH:10]=2)[S:5][CH2:4][CH2:3]1.[OH-:20].[Na+].OO.Cl>C1COCC1.O>[CH3:19][C:2]1([CH3:1])[C:11]2[C:6](=[CH:7][C:8]([CH:12]([CH2:13][CH2:14][CH2:15][CH2:16][CH3:17])[CH2:18][OH:20])=[CH:9][CH:10]=2)[S:5][CH2:4][CH2:3]1 |f:1.2|. Procedure details: A solution of 4,4-dimethyl-7-(1-methylene-hexyl)-thiochroman (0.939 g, 3.42 mmole) in 15 mL of THF at 0° C., was treated with 3.42 mL of 1M BH3.THF complex. The reaction mixture was stirred at room temperature for three hours and then cooled to 0° C. The mixture was treated successively with 0.59 mL of water, 0.67 mL of 3M sodium hydroxide and 0.67 mL of 30% hydrogen peroxide. The reaction mixture was stirred at room temperature for two hours and then diluted with 20 mL of water. The pH was adju...